Task: describe an organic reaction: reactants, conditions, products, and yield. Dataset: the Open Reaction Database (ORD), a public repository of structured organic reaction records The reactants are COCC1OC(n2cnc3c(NCC(c4ccccc4)c4ccccc4)nc(COS(C)(=O)=O)nc32)C(O[Si](C)(C)C(C)(C)C)C1O[Si](C)(C)C(C)(C)C, CN(C)C=O, N#C[K]. The product is COCC1OC(n2cnc3c(NCC(c4ccccc4)c4ccccc4)nc(CC#N)nc32)C(O[Si](C)(C)C(C)(C)C)C1O[Si](C)(C)C(C)(C)C. Reaction SMILES: [CH3:1][S:2]([O:3][CH2:6][c:7]1[n:8][c:9]([NH:40][CH2:41][CH:42]([c:43]2[cH:44][cH:45][cH:46][cH:47][cH:48]2)[c:49]2[cH:50][cH:51][cH:52][cH:53][cH:54]2)[c:10]2[n:11][cH:12][n:13]([CH:16]3[O:17][CH:18]([CH2:37][O:38][CH3:39])[CH:19]([O:29][Si:30]([CH3:31])([CH3:32])[C:33]([CH3:34])([CH3:35])[CH3:36])[CH:20]3[O:21][Si:22]([CH3:23])([CH3:24])[C:25]([CH3:26])([CH3:27])[CH3:28])[c:14]2[n:15]1)(=[O:4])=[O:5].[CH3:58][N:59]([CH3:60])[CH:61]=[O:62].[K:55][C:56]#[N:57]>>[CH2:6]([c:7]1[n:8][c:9]([NH:40][CH2:41][CH:42]([c:43]2[cH:44][cH:45][cH:46][cH:47][cH:48]2)[c:49]2[cH:50][cH:51][cH:52][cH:53][cH:54]2)[c:10]2[n:11][cH:12][n:13]([CH:16]3[O:17][CH:18]([CH2:37][O:38][CH3:39])[CH:19]([O:29][Si:30]([CH3:31])([CH3:32])[C:33]([CH3:34])([CH3:35])[CH3:36])[CH:20]3[O:21][Si:22]([CH3:23])([CH3:24])[C:25]([CH3:26])([CH3:27])[CH3:28])[c:14]2[n:15]1)[C:56]#[N:57].